From a dataset of the Open Reaction Database (ORD), a public repository of structured organic reaction records. describe an organic reaction: reactants, conditions, products, and yield The reactants are O (water), C(C)N(CC)S(F)(F)F (diethylaminosulfur trifluoride), OCC=1CS([C@H]2N(C1C(=O)OC(C1=CC=CC=C1)C1=CC=CC=C1)C(C2NC(CC=2SC=CC2)=O)=O)=O (benzhydryl 3-hydroxymethyl-7-(2-thienylacetamido)-3-cephem-4-carboxylate-1-oxide). The solvent is C(Cl)Cl (CH2Cl2), C(Cl)Cl (CH2Cl2). Run at time 0.5 hour. The product is FCC=1CS([C@H]2N(C1C(=O)OC(C1=CC=CC=C1)C1=CC=CC=C1)C(C2NC(CC=2SC=CC2)=O)=O)=O (benzhydryl 3-fluoromethyl-7-(2-thienylacetamido)-3-cephem-4-carboxylate-1-oxide). Isolated yield 5.9%. As a reaction SMILES: C(N(S(F)(F)[F:7])CC)C.O[CH2:11][C:12]1[CH2:13][S:14](=[O:46])[C@@H:15]2[CH:35]([NH:36][C:37](=[O:44])[CH2:38][C:39]3[S:40][CH:41]=[CH:42][CH:43]=3)[C:34](=[O:45])[N:16]2[C:17]=1[C:18]([O:20][CH:21]([C:28]1[CH:33]=[CH:32][CH:31]=[CH:30][CH:29]=1)[C:22]1[CH:27]=[CH:26][CH:25]=[CH:24][CH:23]=1)=[O:19].O>C(Cl)Cl>[F:7][CH2:11][C:12]1[CH2:13][S:14](=[O:46])[C@@H:15]2[CH:35]([NH:36][C:37](=[O:44])[CH2:38][C:39]3[S:40][CH:41]=[CH:42][CH:43]=3)[C:34](=[O:45])[N:16]2[C:17]=1[C:18]([O:20][CH:21]([C:28]1[CH:33]=[CH:32][CH:31]=[CH:30][CH:29]=1)[C:22]1[CH:27]=[CH:26][CH:25]=[CH:24][CH:23]=1)=[O:19]. Procedure: To a solution of 0.483 g (3.0 mmoles) of diethylaminosulfur trifluoride in 10 ml of CH2Cl2 at -78° under N2 was added a solution of 1.61 g (3.0 mmoles) of benzhydryl 3-hydroxymethyl-7-(2-thienylacetamido)-3-cephem-4-carboxylate-1-oxide in 50 ml of CH2Cl2 and the mixture was stirred at -78° for 0.5 hr, then poured into 100 ml of water. The CH2Cl2 layer was dried (MgSO4) and evaporated in vacuo. The residue was chromatographed on silica gel with 9:1 CH2Cl2 -acetone to yield 0.095 g of benzhydryl 3... Reactants: CC=1C=CC(=NC1)S(=O)(=O)NC1=NC(=NC(=C1OC1=C(C=CC=C1)OC)Cl)C1=CC=NC=C1 (5-methyl-N-[6-chloro-5-(o-methoxyphenoxy)-2-(4-pyridyl)-4-pyrimidinyl]-2-pyridine sulfonamide), NCCO (2-aminoethanol). Yields the product CC=1C=CC(=NC1)S(=O)(=O)NC1=NC(=NC(=C1OC1=C(C=CC=C1)OC)OCCN)C1=CC=NC=C1 (5-methyl-N-[6-(2-aminoethoxy)-5-(o-methoxyphenoxy)-2-(4-pyridyl)-4-pyrmidinyl]-2-pyridine sulfonamide). As a reaction SMILES: [CH3:1][C:2]1[CH:3]=[CH:4][C:5]([S:8]([NH:11][C:12]2[C:17]([O:18][C:19]3[CH:24]=[CH:23][CH:22]=[CH:21][C:20]=3[O:25][CH3:26])=[C:16](Cl)[N:15]=[C:14]([C:28]3[CH:33]=[CH:32][N:31]=[CH:30][CH:29]=3)[N:13]=2)(=[O:10])=[O:9])=[N:6][CH:7]=1.[NH2:34][CH2:35][CH2:36][OH:37]>>[CH3:1][C:2]1[CH:3]=[CH:4][C:5]([S:8]([NH:11][C:12]2[C:17]([O:18][C:19]3[CH:24]=[CH:23][CH:22]=[CH:21][C:20]=3[O:25][CH3:26])=[C:16]([O:37][CH2:36][CH2:35][NH2:34])[N:15]=[C:14]([C:28]3[CH:33]=[CH:32][N:31]=[CH:30][CH:29]=3)[N:13]=2)(=[O:10])=[O:9])=[N:6][CH:7]=1. Procedure: According to the procedure described in Example 4b) 1.0 g 5-methyl-N-[6-chloro-5-(o-methoxyphenoxy)-2-(4-pyridyl)-4-pyrimidinyl]-2-pyridine sulfonamide was reacted with 2-aminoethanol to give 950 mg 5-methyl-N-[6-(2-aminoethoxy)-5-(o-methoxyphenoxy)-2-(4-pyridyl)-4-pyrmidinyl]-2-pyridine sulfonamide. LC-MS: tR=3.00 min, (M+1]+=509.53, [M−1]−=507.57. RXN SMILES: [CH3:23][CH2:24][OH:25].[Cl:5][c:6]1[n:7][c:8]2[c:9]([n:10]1[CH2:11][c:12]1[cH:13][cH:14][c:15]([F:18])[cH:16][cH:17]1)[cH:19][cH:20][cH:21][cH:22]2.[NH2:1][C:2]([NH2:3])=[S:4]>>[SH:4][c:6]1[n:7][c:8]2[c:9]([n:10]1[CH2:11][c:12]1[cH:13][cH:14][c:15]([F:18])[cH:16][cH:17]1)[cH:19][cH:20][cH:21][cH:22]2. The product is Fc1ccc(Cn2c(S)nc3ccccc32)cc1. The reactants are CCO, Fc1ccc(Cn2c(Cl)nc3ccccc32)cc1, NC(N)=S.